Dataset: the Open Reaction Database (ORD), a public repository of structured organic reaction records. Task: describe an organic reaction: reactants, conditions, products, and yield The reactants are COC(=O)c1cccc(CBr)c1, O=C([O-])O, N#Cc1c(N)nc(S)c(C#N)c1C1CCCCC1, [Na+], CN(C)C=O. Product: COC(=O)c1cccc(CSc2nc(N)c(C#N)c(C3CCCCC3)c2C#N)c1. As a reaction SMILES: [Br:19][CH2:20][c:21]1[cH:22][c:23]([C:24](=[O:25])[O:26][CH3:27])[cH:28][cH:29][cH:30]1.[C:31](=[O:32])([OH:33])[O-:34].[NH2:1][c:2]1[n:3][c:4]([SH:18])[c:5]([C:16]#[N:17])[c:6]([CH:10]2[CH2:11][CH2:12][CH2:13][CH2:14][CH2:15]2)[c:7]1[C:8]#[N:9].[Na+:35].[O:36]=[CH:37][N:38]([CH3:39])[CH3:40]>>[NH2:1][c:2]1[n:3][c:4]([S:18][CH2:20][c:21]2[cH:22][c:23]([C:24](=[O:25])[O:26][CH3:27])[cH:28][cH:29][cH:30]2)[c:5]([C:16]#[N:17])[c:6]([CH:10]2[CH2:11][CH2:12][CH2:13][CH2:14][CH2:15]2)[c:7]1[C:8]#[N:9]. Starting materials: [BH4-], CCO, COc1ccc(C(=O)c2cc(OC)c(OC)c(OC)c2)cc1, [Na+]. The product is COc1ccc(C(O)c2cc(OC)c(OC)c(OC)c2)cc1. As a reaction SMILES: [BH4-:1].[CH3:25][CH2:26][OH:27].[CH3:3][O:4][c:5]1[cH:6][c:7]([C:8](=[O:9])[c:10]2[cH:11][cH:12][c:13]([O:16][CH3:17])[cH:14][cH:15]2)[cH:18][c:19]([O:23][CH3:24])[c:20]1[O:21][CH3:22].[Na+:2]>>[CH3:3][O:4][c:5]1[cH:6][c:7]([CH:8]([OH:9])[c:10]2[cH:11][cH:12][c:13]([O:16][CH3:17])[cH:14][cH:15]2)[cH:18][c:19]([O:23][CH3:24])[c:20]1[O:21][CH3:22]. Reactants: CO, CCC(C)Nc1cc(C(=O)OC)c(C)cc1C(N)=O, ClCCl, [Na+], [OH-]. Yields the product CCC(C)Nc1cc(C(=O)O)c(C)cc1C(N)=O. Reaction SMILES: [CH3:22][OH:23].[CH:1]([CH3:2])([CH2:3][CH3:4])[NH:5][c:6]1[c:7]([C:17](=[O:18])[NH2:19])[cH:8][c:9]([CH3:16])[c:10]([C:11](=[O:12])[O:13][CH3:14])[cH:15]1.[Cl:24][CH2:25][Cl:26].[Na+:21].[OH-:20]>>[CH:1]([CH3:2])([CH2:3][CH3:4])[NH:5][c:6]1[c:7]([C:17](=[O:18])[NH2:19])[cH:8][c:9]([CH3:16])[c:10]([C:11](=[O:12])[OH:13])[cH:15]1. Starting materials: C(C1=CC=CC=C1)OC(C(F)(F)F)(C(F)(F)F)C1=CC(=C(C=C1)N1CCN(CC1)C(CBr)=O)\C=C/C ((Z)-1-(4-{4-[2-(benzyloxy)-1,1,1,3,3,3-hexafluoropropan-2-yl]-2-(prop-1-en-1-yl)phenyl}piperazin-1-yl)-2-bromoethanone), O1CCOC2=NC=C(C=C21)C2(C(NC(N2)=O)=O)C (5-(2,3-dihydro-[1,4]dioxino[2,3-b]pyridin-7-yl)-5-methylimidazolidine-2,4-dione). The product is C(C1=CC=CC=C1)OC(C(F)(F)F)(C(F)(F)F)C1=CC(=C(C=C1)N1CCN(CC1)C(CN1C(NC(C1=O)(C)C=1C=C2C(=NC1)OCCO2)=O)=O)C=CC (3-[2-(4-{4-[2-(benzyloxy)-1,1,1,3,3,3-hexafluoropropan-2-yl]-2-(prop-1-en-1-yl)phenyl}piperazin-1-yl)-2-oxoethyl]-5-(2,3-dihydro-[1,4]dioxino[2,3-b]pyridin-7-yl)-5-methylimidazolidine-2,4-dione). As a reaction SMILES: [CH2:1]([O:8][C:9]([C:18]1[CH:23]=[CH:22][C:21]([N:24]2[CH2:29][CH2:28][N:27]([C:30](=[O:33])[CH2:31]Br)[CH2:26][CH2:25]2)=[C:20](/[CH:34]=[CH:35]\[CH3:36])[CH:19]=1)([C:14]([F:17])([F:16])[F:15])[C:10]([F:13])([F:12])[F:11])[C:2]1[CH:7]=[CH:6][CH:5]=[CH:4][CH:3]=1.[O:37]1[C:46]2[C:41](=[N:42][CH:43]=[C:44]([C:47]3([CH3:54])[NH:51][C:50](=[O:52])[NH:49][C:48]3=[O:53])[CH:45]=2)[O:40][CH2:39][CH2:38]1>>[CH2:1]([O:8][C:9]([C:18]1[CH:23]=[CH:22][C:21]([N:24]2[CH2:29][CH2:28][N:27]([C:30](=[O:33])[CH2:31][N:49]3[C:48](=[O:53])[C:47]([C:44]4[CH:45]=[C:46]5[O:37][CH2:38][CH2:39][O:40][C:41]5=[N:42][CH:43]=4)([CH3:54])[NH:51][C:50]3=[O:52])[CH2:26][CH2:25]2)=[C:20]([CH:34]=[CH:35][CH3:36])[CH:19]=1)([C:14]([F:17])([F:16])[F:15])[C:10]([F:13])([F:12])[F:11])[C:2]1[CH:7]=[CH:6][CH:5]=[CH:4][CH:3]=1. Procedure details: (Z)-1-(4-{4-[2-(benzyloxy)-1,1,1,3,3,3-hexafluoropropan-2-yl]-2-(prop-1-en-1-yl)phenyl}piperazin-1-yl)-2-bromoethanone and 5-(2,3-dihydro-[1,4]dioxino[2,3-b]pyridin-7-yl)-5-methylimidazolidine-2,4-dione were used for a similar reaction and treatment as Example 14-1, and the title compound was obtained as a yellow oil.